From a dataset of the Open Reaction Database (ORD), a public repository of structured organic reaction records. describe an organic reaction: reactants, conditions, products, and yield Reactants: COC=1C=C(C=CC1OC)C1CNC(O1)=O (5-(3,4-dimethoxyphenyl)-2-oxazolidinone), C(C)(=O)OC(C)=O (acetic anhydride). The solvent is N1=CC=CC=C1 (pyridine). Yields the product C(C)(=O)N1C(OC(C1)C1=CC(=C(C=C1)OC)OC)=O (3-Acetyl-5-(3,4-dimethoxyphenyl)-2-oxazolidinone). Yield: 73.0%. As a reaction SMILES: [CH3:1][O:2][C:3]1[CH:4]=[C:5]([CH:11]2[O:15][C:14](=[O:16])[NH:13][CH2:12]2)[CH:6]=[CH:7][C:8]=1[O:9][CH3:10].[C:17](OC(=O)C)(=[O:19])[CH3:18]>N1C=CC=CC=1>[C:17]([N:13]1[CH2:12][CH:11]([C:5]2[CH:6]=[CH:7][C:8]([O:9][CH3:10])=[C:3]([O:2][CH3:1])[CH:4]=2)[O:15][C:14]1=[O:16])(=[O:19])[CH3:18]. Procedure details: 8.9 mmol of 5-(3,4-dimethoxyphenyl)-2-oxazolidinone is combined with 10 ml. of acetic anhydride and 5 ml. of pyridine and heated for 5 hours to 100°. After concentrating the reaction mixture, it is recrystallized from ethyl acetate, thus obtaining 3-acetyl-5-(3,4-dimethoxyphenyl)-2-oxazolidinone in a 73% yield, m.p. 175°-182°. Reactants: C(C)(=O)C1=CC=C(C=C1)N1C(NNC1=O)=O (4-(4-acetylphenyl)-1,2,4-triazolidine-3,5-dione), Cl.C(C#C)ON (O-(prop-2-ynyl)hydroxylamine hydrochloride), Cl (HCl), O1CCOCC1 (dioxane). The solvent is C(C)O (ethanol). Run at temperature 50 celsius, time 2 hour. Product: C(C#C)O\N=C(/C)\C1=CC=C(C=C1)N1C(NNC1=O)=O ((E)-4-(4-(1-(prop-2-ynyloxyimino)ethyl)phenyl)-1,2,4-triazolidine-3,5-dione). Yield: 7.4%. Reaction SMILES: [C:1]([C:4]1[CH:9]=[CH:8][C:7]([N:10]2[C:14](=[O:15])[NH:13][NH:12][C:11]2=[O:16])=[CH:6][CH:5]=1)(=O)[CH3:2].Cl.[CH2:18]([O:21][NH2:22])[C:19]#[CH:20].Cl.O1CCOCC1>C(O)C>[CH2:18]([O:21]/[N:22]=[C:1](/[C:4]1[CH:9]=[CH:8][C:7]([N:10]2[C:14](=[O:15])[NH:13][NH:12][C:11]2=[O:16])=[CH:6][CH:5]=1)\[CH3:2])[C:19]#[CH:20] |f:1.2|. Procedure details: To 4-(4-acetylphenyl)-1,2,4-triazolidine-3,5-dione (500 mg, 2.281 mmol) in ethanol (6.912 mL) was added O-(prop-2-ynyl)hydroxylamine hydrochloride (368 mg, 3.42 mmol) and HCl 4N in dioxane (1.711 mL, 6.84 mmol). The mixture was stirred at 50° C. for 2 hours and then concentrated in vacuo. Saturated sodium bicarbonate was added, extracted with ethyl acetate twice, dried over MgSO4, filtered, and concentrated in vacuo. The residue was purified by silica gel chromatography (60-100% ethyl acetate/he... The reactants are C[C@]12C[C@@H]([C@]3([C@H]([C@@H]1C[C@H]([C@@]2(C(=O)CO)O)O)CCC4=CC(=O)C=C[C@@]43C)F)O (triamcinolone), C(C)(=O)C(=O)N (acetylcarboxamide), Cl(=O)(=O)(=O)O (perchloric acid). The solvent is ClCCl (dichloromethane). Yields the product 16α,17-aminocarbonylcyclic acetal pregnane, C[C@]12C[C@@H]([C@]3([C@H]([C@@H]1C[C@H]([C@@]2(C(=O)CO)O)O)CCC4=CC(=O)C=C[C@@]43C)F)O (triamcinolone), C(C)(=O)CCCC(=O)NC (acetylpropyl (N-methyl) carboxamide). Reaction SMILES: [CH3:1][C@@:2]12[C@@:10]([OH:15])([C:11]([CH2:13][OH:14])=[O:12])[C@H:9]([OH:16])[CH2:8][C@H:7]1[C@@H:6]1[CH2:17][CH2:18][C:19]3[C@@:25]([CH3:26])([C@@:5]1([F:27])[C@@H:4]([OH:28])[CH2:3]2)[CH:24]=[CH:23][C:21](=[O:22])[CH:20]=3.C([C:32]([NH2:34])=O)(=O)C.Cl(O)(=O)(=O)=O>ClCCl>[CH3:1][C@@:2]12[C@@:10]([OH:15])([C:11]([CH2:13][OH:14])=[O:12])[C@H:9]([OH:16])[CH2:8][C@H:7]1[C@@H:6]1[CH2:17][CH2:18][C:19]3[C@@:25]([CH3:26])([C@@:5]1([F:27])[C@@H:4]([OH:28])[CH2:3]2)[CH:24]=[CH:23][C:21](=[O:22])[CH:20]=3.[C:4]([CH2:3][CH2:2][CH2:10][C:9]([NH:34][CH3:32])=[O:16])(=[O:28])[CH3:5]. Reported procedure: (VI) or triamcinolone is reacted with an acetylcarboxamide in a solution of dichloromethane in the presence of catalytic amount of perchloric acid to produce the corresponding 16α,17-aminocarbonylcyclic acetal pregnane derivatives, e.g., when triamcinolone and acetylpropyl (N-methyl) carboxamide are used the product is (XVIII) 9α-fluoro-11β, 21-dihydroxy-3,20-dioxo-16α,17-(methyl,methylaminocarbonyl-n-propyl)methylenedioxy-1,4-pregnadiene; Reactants: C(#N)N=C(SCC1=CC=CC=C1)SCC1=CC=CC=C1 (Dibenzyl cyanodithioimidocarbonate), C(C#C)N (propargylamine). Yields the product C(#N)NC(SCC1=CC=CC=C1)=NCC#C (N-Cyano-N'-(2-propyn-1-yl)-S-benzyl Isothiourea). Reaction SMILES: [C:1]([N:3]=[C:4]([S:13][CH2:14][C:15]1[CH:20]=[CH:19][CH:18]=[CH:17][CH:16]=1)SCC1C=CC=CC=1)#[N:2].[CH2:21]([NH2:24])[C:22]#[CH:23]>>[C:1]([NH:3][C:4](=[N:24][CH2:21][C:22]#[CH:23])[S:13][CH2:14][C:15]1[CH:16]=[CH:17][CH:18]=[CH:19][CH:20]=1)#[N:2]. Procedure details: Dibenzyl cyanodithioimidocarbonate [prepared by the procedure described in Ann., 355, 196 (1907)] is reacted with about an equimolar amount of propargylamine according to the general procedure of Example 14, and the title product is thereby produced. The reactants are CC1=C(C(=CC=C1)C)O (2,6-dimethylphenol), BrCC(=O)OCC (ethyl bromoacetate). The product is CC1=C(OCC(=O)OCC)C(=CC=C1)C (Ethyl (2,6-dimethyl-phenoxy)-acetate). Reaction SMILES: [CH3:1][C:2]1[CH:7]=[CH:6][CH:5]=[C:4]([CH3:8])[C:3]=1[OH:9].Br[CH2:11][C:12]([O:14][CH2:15][CH3:16])=[O:13]>>[CH3:1][C:2]1[CH:7]=[CH:6][CH:5]=[C:4]([CH3:8])[C:3]=1[O:9][CH2:11][C:12]([O:14][CH2:15][CH3:16])=[O:13]. Procedure details: The title compound is prepared using essentially the same procedure used in example 42 except using 2,6-dimethylphenol in place of 4-chloro-2,6-dimethylphenol and ethyl bromoacetate in place of bromoacetonitrile.